This data is from the Open Reaction Database (ORD), a public repository of structured organic reaction records. The task is: describe an organic reaction: reactants, conditions, products, and yield Reactants: COC1=C(C=CC=C1)N1CCNCC1 (1-(2-methoxyphenyl)piperazine), CN(C)C=O (DMF), C(C1=CC=CC=C1)(=O)OC1=CC(=C(C(=O)O)C=C1OC)[N+](=O)[O-] (4-benzoyloxy-5-methoxy-2-nitro benzoic acid), S(=O)(Cl)Cl (thionyl chloride). Solvent: C(C)N(CC)CC (triethyl amine), C1=CC=CC=C1 (benzene). Conditions: time 6 hour. Yields the product crude product, COC1=C(C=CC=C1)N1CCN(CC1)C=O ([4-(2-methoxyphenyl)piperazino]methanone). Yield: 93.0%. As a reaction SMILES: [CH3:1][N:2]([CH:4]=[O:5])[CH3:3].C(OC1C(OC)=CC(C(O)=O)=C([N+]([O-])=O)C=1)(=O)C1C=CC=CC=1.S(Cl)(Cl)=O.[CH3:33][O:34][C:35]1[CH:40]=[CH:39][CH:38]=[CH:37][C:36]=1[N:41]1[CH2:46]CNC[CH2:42]1>C1C=CC=CC=1.C(N(CC)CC)C>[CH3:33][O:34][C:35]1[CH:40]=[CH:39][CH:38]=[CH:37][C:36]=1[N:41]1[CH2:42][CH2:3][N:2]([CH:4]=[O:5])[CH2:1][CH2:46]1. Reported procedure: DMF was added to a stirred suspension of 4-benzoyloxy-5-methoxy-2-nitro benzoic acid (6) (0.500 mg, 1.65 mmol) and thionyl chloride (3 ml) in dry benzene (30 ml) and the stirring was continued for 6 h. The benzene was evaporated in vacuum and the resultant oil dissolved in dry THF (50 ml) and added drop wise over a period of 1 h to a stirred suspension of 1-(2-methoxyphenyl)piperazine (316 mg 15.6 mmol) triethyl amine (5 ml). After the completion of addition, the reaction mixture was brought to ...